From a dataset of the Open Reaction Database (ORD), a public repository of structured organic reaction records. describe an organic reaction: reactants, conditions, products, and yield Reactants: N1=CC=CC=C1 (pyridine), C=C1CC(=O)O1 (diketene), ClCCl (dichloromethane), S(C)(=O)(=O)[O-].OC(CS(=O)(=O)CCC[N+](C)(C)C)COCCCCCCCCCCCCCCCCCC (3-[(2-hydroxy-3-octadecyloxypropyl)sulfonyl]propyltrimethylammonium mesylate). The solvent is CO (methanol). Product: S(C)(=O)(=O)[O-].C(CC(=O)C)(=O)OC(CS(=O)(=O)CCC[N+](C)(C)C)COCCCCCCCCCCCCCCCCCC (3-[(2-Acetoacetoxy-3-octadecyloxypropyl)sulfonyl]propyltrimethylammonium mesylate). RXN SMILES: N1C=CC=CC=1.ClCCl.[S:10]([O-:14])(=[O:13])(=[O:12])[CH3:11].[OH:15][CH:16]([CH2:28][O:29][CH2:30][CH2:31][CH2:32][CH2:33][CH2:34][CH2:35][CH2:36][CH2:37][CH2:38][CH2:39][CH2:40][CH2:41][CH2:42][CH2:43][CH2:44][CH2:45][CH2:46][CH3:47])[CH2:17][S:18]([CH2:21][CH2:22][CH2:23][N+:24]([CH3:27])([CH3:26])[CH3:25])(=[O:20])=[O:19].[CH2:48]=[C:49]1[O:53][C:51](=[O:52])[CH2:50]1>CO>[S:10]([O-:14])(=[O:13])(=[O:12])[CH3:11].[C:51]([O:15][CH:16]([CH2:28][O:29][CH2:30][CH2:31][CH2:32][CH2:33][CH2:34][CH2:35][CH2:36][CH2:37][CH2:38][CH2:39][CH2:40][CH2:41][CH2:42][CH2:43][CH2:44][CH2:45][CH2:46][CH3:47])[CH2:17][S:18]([CH2:21][CH2:22][CH2:23][N+:24]([CH3:26])([CH3:25])[CH3:27])(=[O:20])=[O:19])(=[O:52])[CH2:50][C:49]([CH3:48])=[O:53] |f:2.3,6.7|. Procedure details: In a mixed solvent consisting of 5 ml of pyridine and 20 ml of dichloromethane is dissolved 2.35 g of 3-[(2-hydroxy-3-octadecyloxypropyl)sulfonyl]propyltrimethylammonium mesylate, to which 2.5 ml of diketene is added dropwise with stirring under ice cooling. Thereafter, the mixture is stirred at room temperature for 5 hours, to which is then added 3 ml of methanol. The solvent is distilled off under reduced pressure to leave a residue which in turn is purified by silica gel column chromatography... The reactants are N1=C(Cl)N=C(Cl)N=C1Cl (cyanuric chloride), NC1CC(N(C(C1)(C)C)C)(C)C (4-amino-1,2,2,6,6-pentamethylpiperidine), O (water), saturated aqueous solution, C([O-])([O-])=O.[K+].[K+] (potassium carbonate). The solvent is C=1(C(=CC=CC1)C)C (xylene), C(Cl)(Cl)Cl (chloroform). Reaction conditions: time 1 hour. Product: ClC1=NC(=NC(=N1)NC1CC(N(C(C1)(C)C)C)(C)C)NC1CC(N(C(C1)(C)C)C)(C)C (2-Chloro-4,6-bis[N-(1,2,2,6,6-pentamethyl-4-piperidyl)amino]-1,3,5-triazine), crystals. As a reaction SMILES: [N:1]1[C:8](Cl)=[N:7][C:5](Cl)=[N:4][C:2]=1[Cl:3].[NH2:10][CH:11]1[CH2:16][C:15]([CH3:18])([CH3:17])[N:14]([CH3:19])[C:13]([CH3:21])([CH3:20])[CH2:12]1.C(=O)([O-])[O-].[K+].[K+].O>C1(C)C(C)=CC=CC=1.C(Cl)(Cl)Cl>[Cl:3][C:2]1[N:1]=[C:8]([NH:10][CH:11]2[CH2:12][C:13]([CH3:21])([CH3:20])[N:14]([CH3:19])[C:15]([CH3:17])([CH3:18])[CH2:16]2)[N:7]=[C:5]([NH:10][CH:11]2[CH2:12][C:13]([CH3:20])([CH3:21])[N:14]([CH3:19])[C:15]([CH3:18])([CH3:17])[CH2:16]2)[N:4]=1 |f:2.3.4|. Procedure details: 9.0 g of cyanuric chloride and 20.0 g of 4-amino-1,2,2,6,6-pentamethylpiperidine were dissolved in 100 ml of xylene, and the solution was stirred at room temperature for 1 hour. 50 ml of a saturated aqueous solution of potassium carbonate were then added to the resulting solution and the mixture was stirred for a further 2 hours at 60° C. At the end of this time, water and chloroform were added to the mixture, which was then allowed to stand at room temperature. The resulting crystals were filte... Starting materials: ClC=1C=NC=C(C1N)Cl (3,5-dichloro-4-aminopyridine), NC1=NC(=C(C=C1Cl)Cl)C (2-amino-3,5-dichloro-6-methylpyridine), [N+](=O)([O-])C1=C(C(=CC(=C1)C(F)(F)F)[N+](=O)[O-])Cl (2,6-dinitro-4-trifluoromethylchlorobenzene). Solvent: CN(C=O)C (dimethylformamide). The product is ClC=1C=NC=C(C1NC1=C(C=C(C=C1[N+](=O)[O-])C(F)(F)F)[N+](=O)[O-])Cl (N-(3,5-dichloro-4-pyridyl)-2,6-dinitro-4-trifluoromethylaniline). Reaction SMILES: [Cl:1][C:2]1[CH:3]=[N:4][CH:5]=[C:6]([Cl:9])[C:7]=1[NH2:8].NC1C(Cl)=CC(Cl)=C(C)N=1.[N+:20]([C:23]1[CH:28]=[C:27]([C:29]([F:32])([F:31])[F:30])[CH:26]=[C:25]([N+:33]([O-:35])=[O:34])[C:24]=1Cl)([O-:22])=[O:21]>CN(C)C=O>[Cl:1][C:2]1[CH:3]=[N:4][CH:5]=[C:6]([Cl:9])[C:7]=1[NH:8][C:24]1[C:25]([N+:33]([O-:35])=[O:34])=[CH:26][C:27]([C:29]([F:32])([F:30])[F:31])=[CH:28][C:23]=1[N+:20]([O-:22])=[O:21]. Procedure: In accordance with the process of Preparation No. 2 except using 1.63 g. of 3,5-dichloro-4-aminopyridine instead of 1.8 g. of 2-amino-3,5-dichloro-6-methylpyridine; and using 50 ml. of dimethylformamide instead of 30 ml. of the same and using 2.7 g. of 2,6-dinitro-4-trifluoromethylchlorobenzene instead of 3.07 g. of the same, the process was carried out to obtain 2.8 g. of the object compound having the melting point of 138° to 140° C. Starting materials: [Al+3], [Cl-], [Cl-], [Cl-], COc1cccc(Cl)c1Cl, O=C(Cl)c1ccc(Cl)cc1F, ClCCCl, Cl. Product: COc1ccc(C(=O)c2ccc(Cl)cc2F)c(Cl)c1Cl. RXN SMILES: [Al+3:23].[Cl-:22].[Cl-:24].[Cl-:25].[Cl:12][c:13]1[c:14]([O:20][CH3:21])[cH:15][cH:16][cH:17][c:18]1[Cl:19].[Cl:1][c:2]1[cH:3][c:4]([F:11])[c:5]([C:6](=[O:7])[Cl:8])[cH:9][cH:10]1.[Cl:27][CH2:28][CH2:29][Cl:30].[ClH:26]>>[Cl:1][c:2]1[cH:3][c:4]([F:11])[c:5]([C:6](=[O:7])[c:17]2[cH:16][cH:15][c:14]([O:20][CH3:21])[c:13]([Cl:12])[c:18]2[Cl:19])[cH:9][cH:10]1. The reactants are S(=O)(Cl)Cl (Sulfurous dichloride), N1N=NC2=C1C=CC=C2 (1H-benzo[d][1,2,3]triazole), CSCCC(=O)O (3-(methylthio)propanoic acid). The solvent is ClCCl (dichloromethane). Conditions: time 30 minute. Product: N1(N=NC2=C1C=CC=C2)C(CCSC)=O (1-(1H-benzo[d][1,2,3]triazol-1-yl)-3-(methylthio)propan-1-one). Isolated yield 55.6%. As a reaction SMILES: S(Cl)(Cl)=O.[NH:5]1[C:9]2[CH:10]=[CH:11][CH:12]=[CH:13][C:8]=2[N:7]=[N:6]1.[CH3:14][S:15][CH2:16][CH2:17][C:18](O)=[O:19]>ClCCl>[N:5]1([C:18](=[O:19])[CH2:17][CH2:16][S:15][CH3:14])[C:9]2[CH:10]=[CH:11][CH:12]=[CH:13][C:8]=2[N:7]=[N:6]1. Reported procedure: Sulfurous dichloride (4.95 g, 41.6 mmol) was added to a stirred solution of 1H-benzo[d][1,2,3]triazole (19.83 g, 166 mmol) in anhydrous dichloromethane (300 mL) at room temperature under argon. The mixture was stirred for 30 min and 3-(methylthio)propanoic acid (5.0 g, 41.6 mmol) was added in one portion and stirring was continued for 2 h. The resulting suspension was filtered off and the filtrated was washed with 2 M NaOH (3×50 mL), dried over MgSO4, and purified by column chromatography to giv... Starting materials: COc1ccc(CN)c(OC)c1, CCOC(C)=O, CS(C)=O, COc1ccc2nc(Cl)cnc2c1. The product is COc1ccc(CNc2cnc3cc(OC)ccc3n2)c(OC)c1. As a reaction SMILES: [CH3:14][O:15][c:16]1[c:17]([CH2:24][NH2:25])[cH:18][cH:19][c:20]([O:22][CH3:23])[cH:21]1.[CH3:26][CH2:27][O:28][C:29](=[O:30])[CH3:31].[CH3:32][S:33]([CH3:34])=[O:35].[Cl:1][c:2]1[n:3][c:4]2[cH:5][cH:6][c:7]([O:12][CH3:13])[cH:8][c:9]2[n:10][cH:11]1>>[c:2]1([NH:25][CH2:24][c:17]2[c:16]([O:15][CH3:14])[cH:21][c:20]([O:22][CH3:23])[cH:19][cH:18]2)[n:3][c:4]2[cH:5][cH:6][c:7]([O:12][CH3:13])[cH:8][c:9]2[n:10][cH:11]1. Starting materials: O.NN (hydrazine hydrate), Cl.C(C)OC1=C(C(=N)N)C=C(C=C1)S(=O)(=O)N1CCN(CC1)CC (2-ethoxy-5-(4-ethylpiperazin-1-yl-sulfonyl)benzamidine hydrochloride). Run in C(C)O (ethanol). The product is C(C)OC1=C(C(=N)NN)C=C(C=C1)S(=O)(=O)N1CCN(CC1)CC (2-ethoxy-5-(4-ethylpiperazin-1-yl-sulfonyl)-N-amino-benzamidine). RXN SMILES: Cl.[CH2:2]([O:4][C:5]1[CH:13]=[CH:12][C:11]([S:14]([N:17]2[CH2:22][CH2:21][N:20]([CH2:23][CH3:24])[CH2:19][CH2:18]2)(=[O:16])=[O:15])=[CH:10][C:6]=1[C:7]([NH2:9])=[NH:8])[CH3:3].O.[NH2:26]N>C(O)C>[CH2:2]([O:4][C:5]1[CH:13]=[CH:12][C:11]([S:14]([N:17]2[CH2:18][CH2:19][N:20]([CH2:23][CH3:24])[CH2:21][CH2:22]2)(=[O:16])=[O:15])=[CH:10][C:6]=1[C:7]([NH:9][NH2:26])=[NH:8])[CH3:3] |f:0.1,2.3|. Run at time 30 minute. Procedure: The 2-ethoxy-5-(4-ethylpiperazin-1-yl-sulfonyl)benzamidine hydrochloride prepared in the above preparation example 1 was dissolved into ethanol (200 ml), and 85% hydrazine hydrate (5.9 g, 0.1 mol) was slowly dropped into the solution under ice bath. The mixture was stirred for 30 minutes and then at room temperature for 1 hour. Then, the solution was concentrated to dryness, and added with ethyl acetate to perform a recrystallization. The separated crystal was dried under vacuum to obtain 28 g o... Yield: 74.0%.